The task is: describe an organic reaction: reactants, conditions, products, and yield. This data is from the Open Reaction Database (ORD), a public repository of structured organic reaction records. The reactants are CCOC(C)=O, O=C=NC(Cl)(Cl)Cl, CCOC(=O)Cc1csc(N)n1. The product is CCOC(=O)Cc1csc(NC(=O)NC(Cl)(Cl)Cl)n1. Reaction SMILES: [CH3:20][CH2:21][O:22][C:23](=[O:24])[CH3:25].[Cl:13][C:14]([Cl:15])([Cl:16])[N:17]=[C:18]=[O:19].[NH2:1][c:2]1[s:3][cH:4][c:5]([CH2:7][C:8](=[O:9])[O:10][CH2:11][CH3:12])[n:6]1>>[NH:1]([c:2]1[s:3][cH:4][c:5]([CH2:7][C:8](=[O:9])[O:10][CH2:11][CH3:12])[n:6]1)[C:18]([NH:17][C:14]([Cl:13])([Cl:15])[Cl:16])=[O:19]. Starting materials: FC(C1=C(C=CC=C1)NC(C)=C(C(=O)OCC)C(=O)[O-])(F)F (ethyl [1-(2-trifluoromethylphenylamino)-ethylidene]-propanedioate), C1(=CC=CC=C1)OC1=CC=CC=C1 (phenyl oxide). Run at temperature 240 celsius. Yields the product OC1=C(C(=NC2=C(C=CC=C12)C(F)(F)F)C)C(=O)OCC (ethyl 4-hydroxy-2-methyl-8-trifluoromethyl-quinoline-3-carboxylate). Yield: 61.3%. Reaction SMILES: [F:1][C:2]([F:22])([F:21])[C:3]1[CH:8]=[CH:7][CH:6]=[CH:5][C:4]=1[NH:9][C:10](=[C:12]([C:18]([O-:20])=O)[C:13]([O:15][CH2:16][CH3:17])=[O:14])[CH3:11].C1(OC2C=CC=CC=2)C=CC=CC=1>>[OH:20][C:18]1[C:5]2[C:4](=[C:3]([C:2]([F:1])([F:22])[F:21])[CH:8]=[CH:7][CH:6]=2)[N:9]=[C:10]([CH3:11])[C:12]=1[C:13]([O:15][CH2:16][CH3:17])=[O:14]. Reported procedure: A suspension of 5 g of the product of Step A and 10 g of phenyl oxide was heated to 240° C and was then cooled to room temperature. The phenyl oxide was evaporated and the resulting crystals were added to 20 ml of isopropyl ether. The mixture was filtered to obtain 2.9 g of ethyl 4-hydroxy-2-methyl-8-trifluoromethyl-quinoline-3-carboxylate melting at 165° C. Starting materials: [H-].C(C(C)C)[Al+]CC(C)C (diisobutylaluminum hydride), C1(CCCC1)C1=NOC(=C1C(=O)OCC)C1CCCC1 (ethyl 3,5-dicyclopentyl-4-isoxazolecarboxylate), solution, [H-].C(C(C)C)[Al+]CC(C)C (diisobutylaluminum hydride), C1(=CC=CC=C1)C (toluene), aqueous solution, [C@@H]([C@H](C(=O)[O-])O)(C(=O)[O-])O.[Na+].[K+] (Rochelle's salt). Run in C1CCOC1 (THF). Reaction conditions: temperature 0 celsius, time 30 minute. Yields the product C1(CCCC1)C1=NOC(=C1CO)C1CCCC1 ((3,5-dicyclopentyl-4-isoxazolyl)methanol). Isolated yield 60.0%. Reaction SMILES: [CH:1]1([C:6]2[C:10]([C:11](OCC)=[O:12])=[C:9]([CH:16]3[CH2:20][CH2:19][CH2:18][CH2:17]3)[O:8][N:7]=2)[CH2:5][CH2:4][CH2:3][CH2:2]1.[H-].C([Al+]CC(C)C)C(C)C.C1(C)C=CC=CC=1.[C@H](O)(C([O-])=O)[C@@H](O)C([O-])=O.[Na+].[K+]>C1COCC1>[CH:1]1([C:6]2[C:10]([CH2:11][OH:12])=[C:9]([CH:16]3[CH2:17][CH2:18][CH2:19][CH2:20]3)[O:8][N:7]=2)[CH2:5][CH2:4][CH2:3][CH2:2]1 |f:1.2,4.5.6|. Reported procedure: A solution of ethyl 3,5-dicyclopentyl-4-isoxazolecarboxylate (1.57 g, 5.67 mmol) in THF (15.7 mL) was stirred in an ice bath as a 1.5 M solution of diisobutylaluminum hydride in toluene (8.1 mL, 12.1 mmol) was added dropwise. The solution was allowed to stir at 0° C. for 30 minutes then at room temperature for 5.5 hours. An additional portion of diisobutylaluminum hydride (1.6 mL, 2.4 mmol) was added and the solution was allowed to stir for 45 minutes. The solution was cooled in ice bath before ... Reactants: COC(C(=COC)C(C1=CC(=C(C=C1)C)C)=O)=O (2-(3,4-Dimethyl-benzoyl)-3-methoxy-acrylic acid methyl ester), CC1=NC(=CC=C1N)C (2,6-Dimethyl-pyridin-3-ylamine), C1(=CC=CC=C1)OC1=CC=CC=C1 (diphenyl ether). The solvent is CCCCCC (hexane). Run at temperature 250 celsius. Product: CC=1C=C(C(=O)C2=CNC3=C(N=C(C=C3C2=O)C)C)C=CC1C (3-(3,4-Dimethyl-benzoyl)-6,8-dimethyl-1H-[1,7]naphthyridin-4-one). Yield: 7.3%. RXN SMILES: CO[C:3](=[O:18])[C:4]([C:8](=[O:17])[C:9]1[CH:14]=[CH:13][C:12]([CH3:15])=[C:11]([CH3:16])[CH:10]=1)=[CH:5]OC.[CH3:19][C:20]1[C:25]([NH2:26])=[CH:24][CH:23]=[C:22]([CH3:27])[N:21]=1.C1(OC2C=CC=CC=2)C=CC=CC=1>CCCCCC>[CH3:16][C:11]1[CH:10]=[C:9]([CH:14]=[CH:13][C:12]=1[CH3:15])[C:8]([C:4]1[C:3](=[O:18])[C:24]2[C:25](=[C:20]([CH3:19])[N:21]=[C:22]([CH3:27])[CH:23]=2)[NH:26][CH:5]=1)=[O:17]. Procedure details: 0.50 g (2.01 mmol) of 2-(3,4-Dimethyl-benzoyl)-3-methoxy-acrylic acid methyl ester and 0.25 g (2.01 mmol) of 2,6-Dimethyl-pyridin-3-ylamine were heated at 100° C. for two hours. After cooling to room temperature 30 mL of diphenyl ether was added and heated at 250° C. for two hours. The reaction was allowed to cool to room temperature and hexane was added. The brown precipitate was collected by filtration to yield 45 mg of 3-(3,4-Dimethyl-benzoyl)-6,8-dimethyl-1H-[1,7]naphthyridin-4-one. Starting materials: C(C)(C)(C)OC(NC(C(N(C)OC)=O)C1=CC(=C(C=C1)Cl)Cl)=O (rac-[(3,4-dichloro-phenyl)-(methoxy-methyl-carbamoyl)-methyl]-carbamic acid tert-butyl ester), C(C)(C)(C)OC(NC(C(N(C)OC)=O)C1=CC(=C(C=C1)Cl)Cl)=O (rac-[(3,4-dichloro-phenyl)-(methoxy-methyl-carbamoyl)-methyl]-carbamic acid tert-butyl ester), BrC1=CC=C(C=C1)[Si](C)(C)C (1-bromo-4-(trimethylsilyl)benzene), C(C)(C)(C)[Li] (tert-butyl-lithium). Yields the product C(C)(C)(C)OC(NC(C(C1=CC=C(C=C1)[Si](C)(C)C)=O)C1=CC(=C(C=C1)Cl)Cl)=O (rac-[1-(3,4-Dichloro-phenyl)-2-oxo-2-(4-trimethylsilanyl-phenyl)-ethyl]-carbamic acid tert-butyl ester). RXN SMILES: [C:1]([O:5][C:6](=[O:23])[NH:7][CH:8]([C:15]1[CH:20]=[CH:19][C:18]([Cl:21])=[C:17]([Cl:22])[CH:16]=1)[C:9](=[O:14])N(OC)C)([CH3:4])([CH3:3])[CH3:2].Br[C:25]1[CH:30]=[CH:29][C:28]([Si:31]([CH3:34])([CH3:33])[CH3:32])=[CH:27][CH:26]=1.C([Li])(C)(C)C>>[C:1]([O:5][C:6](=[O:23])[NH:7][CH:8]([C:15]1[CH:20]=[CH:19][C:18]([Cl:21])=[C:17]([Cl:22])[CH:16]=1)[C:9](=[O:14])[C:25]1[CH:30]=[CH:29][C:28]([Si:31]([CH3:34])([CH3:33])[CH3:32])=[CH:27][CH:26]=1)([CH3:2])([CH3:3])[CH3:4]. Reported procedure: The title compound was prepared from rac-[(3,4-dichloro-phenyl)-(methoxy-methyl-carbamoyl)-methyl]-carbamic acid tert-butyl ester (Intermediate 9) and 1-bromo-4-(trimethylsilyl)benzene with tert-butyl-lithium instead of n-butyllithium in analogy to Example 1a): MS (ISP): 452.0 and 454.0 (M+H)+. Starting materials: C=CCn1c(Cl)nc2c1c(=O)[nH]c(=O)n2CCCC, C1CCOC1, c1ccc(P(c2ccccc2)c2ccccc2)cc1, OCCCc1c[nH]cn1. The product is C=CCn1c(Cl)nc2c1c(=O)n(CCCc1c[nH]cn1)c(=O)n2CCCC. As a reaction SMILES: [CH2:1]([CH2:2][CH2:3][CH3:4])[n:5]1[c:6](=[O:19])[nH:7][c:8](=[O:18])[c:9]2[n:10]([CH2:15][CH:16]=[CH2:17])[c:11]([Cl:14])[n:12][c:13]12.[CH2:48]1[O:49][CH2:50][CH2:51][CH2:52]1.[c:29]1([P:30]([c:31]2[cH:32][cH:33][cH:34][cH:35][cH:36]2)[c:37]2[cH:38][cH:39][cH:40][cH:41][cH:42]2)[cH:43][cH:44][cH:45][cH:46][cH:47]1.[nH:20]1[cH:21][n:22][c:23]([CH2:25][CH2:26][CH2:27][OH:28])[cH:24]1>>[CH2:1]([CH2:2][CH2:3][CH3:4])[n:5]1[c:6](=[O:19])[n:7]([CH2:27][CH2:26][CH2:25][c:23]2[n:22][cH:21][nH:20][cH:24]2)[c:8](=[O:18])[c:9]2[n:10]([CH2:15][CH:16]=[CH2:17])[c:11]([Cl:14])[n:12][c:13]12.